Dataset: the Open Reaction Database (ORD), a public repository of structured organic reaction records. Task: describe an organic reaction: reactants, conditions, products, and yield Starting materials: COC(=O)CP(=O)(OC)OC (trimethyl phosphonoacetate), ClC1=C(C=C(C=C1)N1CCC(CC1)=O)OC (1-(4-chloro-3-methoxyphenyl)piperidin-4-one), [H-].[Na+] (sodium hydride). The yield is 77.8%. Yields the product ClC1=C(C=C(C=C1)N1CCC(CC1)=CC(=O)OC)OC (methyl 2-(1-(4-chloro-3-methoxyphenyl)piperidin-4-ylidene)acetate). As a reaction SMILES: [H-].[Na+].[CH3:3][O:4][C:5]([CH2:7]P(OC)(OC)=O)=[O:6].[Cl:14][C:15]1[CH:20]=[CH:19][C:18]([N:21]2[CH2:26][CH2:25][C:24](=O)[CH2:23][CH2:22]2)=[CH:17][C:16]=1[O:28][CH3:29]>C1COCC1>[Cl:14][C:15]1[CH:20]=[CH:19][C:18]([N:21]2[CH2:22][CH2:23][C:24](=[CH:7][C:5]([O:4][CH3:3])=[O:6])[CH2:25][CH2:26]2)=[CH:17][C:16]=1[O:28][CH3:29] |f:0.1|. Procedure details: A suspension of 60% dispersion sodium hydride (65.1 mg, 1.627 mmol) in anhydrous THF (2.5 mL) was treated with a solution of trimethyl phosphonoacetate (235 μL, 1.627 mmol) in THF (1 mL) over 5 min. The mixture was stirred at RT for 30 min and then treated with a solution of 1-(4-chloro-3-methoxyphenyl)piperidin-4-one (300 mg, 1.252 mmol) in THF (3 mL). The reaction was stirred at RT for 1 h before it was partitioned between saturated NH4Cl and EtOAc. The extract was dried (Na2SO4) and concentra... The solvent is C1CCOC1 (THF), C1CCOC1 (THF), C1CCOC1 (THF). Reaction conditions: time 30 minute. Starting materials: [N+](=O)(O)[O-] (nitric acid), C(C)(=O)OC(C)=O (acetic anhydride), C(C)(=O)OC1=C(C=C(C=C1OC)C(OC(C)=O)OC(C)=O)OC (4-acetoxy-1-diacetoxymethyl-3,5-dimethoxybenzene). The solvent is O (water). Conditions: temperature -15 celsius. Product: C(C)(=O)OC1=C(C(=C(C=C1OC)C(OC(C)=O)OC(C)=O)[N+](=O)[O-])OC (4-acetoxy-1-diacetoxymethyl-3,5-dimethoxy-2-nitrobenzene). The yield is 96.0%. RXN SMILES: [N+:1]([O-:4])(O)=[O:2].C(OC(=O)C)(=O)C.[C:12]([O:15][C:16]1[C:21]([O:22][CH3:23])=[CH:20][C:19]([CH:24]([O:29][C:30](=[O:32])[CH3:31])[O:25][C:26](=[O:28])[CH3:27])=[CH:18][C:17]=1[O:33][CH3:34])(=[O:14])[CH3:13]>O>[C:12]([O:15][C:16]1[C:17]([O:33][CH3:34])=[CH:18][C:19]([CH:24]([O:25][C:26](=[O:28])[CH3:27])[O:29][C:30](=[O:32])[CH3:31])=[C:20]([N+:1]([O-:4])=[O:2])[C:21]=1[O:22][CH3:23])(=[O:14])[CH3:13]. Procedure details: 32 cm3 of 100% nitric acid are cooled to -30° C. 100 cm3 of acetic anhydride then 40 g (0.123 mole) of 4-acetoxy-1-diacetoxymethyl-3,5-dimethoxybenzene are added with stirring. The temperature is left to increase to about -15° C. After stirring at this temperature for 30 minutes, the reaction mixture is poured into iced water. After filtration, washing with water and drying under vacuum, 43.8 g of the desired product are obtained in the form of a slightly yellow powder (yield=96%). Reactants: C[O-].[Na+] (Sodium methoxide), NC1=C2N=C(C(=NC2=CC(=C1C)C)Cl)Cl (5-amino-2,3-dichloro-6,7-dimethylquinoxaline), O1CCCC1 (tetrahydrofuran). Solvent: C(C)(=O)OCC (ethyl acetate). Conditions: temperature 0 celsius, time 20 minute. Product: NC1=C2N=C(C(=NC2=CC(=C1C)C)OC)OC (5-amino-2,3-dimethoxy-6,7-dimethylquinoxaline). The yield is 77.0%. Reaction SMILES: [CH3:1][O-:2].[Na+].[NH2:4][C:5]1[C:14]([CH3:15])=[C:13]([CH3:16])[CH:12]=[C:11]2[C:6]=1[N:7]=[C:8](Cl)[C:9](Cl)=[N:10]2.[O:19]1[CH2:23]CCC1>C(OCC)(=O)C>[NH2:4][C:5]1[C:14]([CH3:15])=[C:13]([CH3:16])[CH:12]=[C:11]2[C:6]=1[N:7]=[C:8]([O:19][CH3:23])[C:9]([O:2][CH3:1])=[N:10]2 |f:0.1|. Procedure: Sodium methoxide (25% solution in methanol, 13.9 ml, 61 mmol) was added over 12 minutes to a stirred solution of 5-amino-2,3-dichloro-6,7-dimethylquinoxaline (6.15 g, 25.4 mmol) in dry tetrahydrofuran (250 ml) under nitrogen at 0° C. The mixture was stirred at 0° C. for 20 minutes, and at room temperature for 72 hours. The mixture was diluted with ethyl acetate (750 ml), washed with water (2×250 ml) and brine (250 ml), dried (MgSO4), and concentrated under reduced pressure. The residue was purif... Starting materials: FC=1C=C(C=CC1F)C=1C=2N(C=CC1)N=C(N2)N (8-(3,4-difluoro-phenyl)-[1,2,4]triazolo[1,5-a]pyridin-2-ylamine), CC1=NSC(=N1)N1CCC(CC1)=O (1-(3-methyl-[1,2,4]thiadiazol-5-yl)-piperidin-4-one). Yields the product FC=1C=C(C=CC1F)C=1C=2N(C=CC1)N=C(N2)NC2CCN(CC2)C2=NC(=NS2)C ([8-(3,4-Difluoro-phenyl)-[1,2,4]triazolo[1,5-a]pyridin-2-yl]-[1-(3-methyl-[1,2,4]thiadiazol-5-yl)-piperidin-4-yl]-amine). Reaction SMILES: [F:1][C:2]1[CH:3]=[C:4]([C:9]2[C:10]3[N:11]([N:15]=[C:16]([NH2:18])[N:17]=3)[CH:12]=[CH:13][CH:14]=2)[CH:5]=[CH:6][C:7]=1[F:8].[CH3:19][C:20]1[N:24]=[C:23]([N:25]2[CH2:30][CH2:29][C:28](=O)[CH2:27][CH2:26]2)[S:22][N:21]=1>>[F:1][C:2]1[CH:3]=[C:4]([C:9]2[C:10]3[N:11]([N:15]=[C:16]([NH:18][CH:28]4[CH2:27][CH2:26][N:25]([C:23]5[S:22][N:21]=[C:20]([CH3:19])[N:24]=5)[CH2:30][CH2:29]4)[N:17]=3)[CH:12]=[CH:13][CH:14]=2)[CH:5]=[CH:6][C:7]=1[F:8]. Procedure: Prepared in analogy to example 1h, starting from 8-(3,4-difluoro-phenyl)-[1,2,4]triazolo[1,5-a]pyridin-2-ylamine and 1-(3-methyl-[1,2,4]thiadiazol-5-yl)-piperidin-4-one. The title compound was obtained as a white solid. The reactants are FC(C(=O)O)(F)F.C(OC(C)(C)C)(OC1=CC=C(C=C1)C1=NC2=C(C=3C=C(C(=CC13)OC)OCC1CCN(CC1)C)C(=NN2)C)=O (1,1-Dimethylethyl 4-{1-methyl-7-(methyloxy)-8-{[(1-methylpiperidin-4-yl)methyl]oxy}-3H-pyrazolo[3,4-c]isoquinolin-5-yl}phenyl carbonate trifluoroacetate), Cl (HCl). The solvent is O1CCOCC1 (dioxane). Reaction conditions: time 1 hour. The product is Cl.CC1=NNC=2N=C(C=3C=C(C(=CC3C21)OCC2CCN(CC2)C)OC)C2=CC=C(C=C2)O (4-(1-methyl-7-(methyloxy)-8-{[(1-methylpiperidin-4-yl)methyl]oxy}-3H-pyrazolo[3,4-c]isoquinolin-5-yl)phenol hydrochloride), solid. Yield: 57.0%. Reaction SMILES: FC(F)(F)C(O)=O.C(=O)([O:14][C:15]1[CH:20]=[CH:19][C:18]([C:21]2[C:30]3[CH:29]=[C:28]([O:31][CH3:32])[C:27]([O:33][CH2:34][CH:35]4[CH2:40][CH2:39][N:38]([CH3:41])[CH2:37][CH2:36]4)=[CH:26][C:25]=3[C:24]3[C:42]([CH3:45])=[N:43][NH:44][C:23]=3[N:22]=2)=[CH:17][CH:16]=1)OC(C)(C)C.[ClH:47]>O1CCOCC1>[ClH:47].[CH3:45][C:42]1[C:24]2[C:25]3[CH:26]=[C:27]([O:33][CH2:34][CH:35]4[CH2:40][CH2:39][N:38]([CH3:41])[CH2:37][CH2:36]4)[C:28]([O:31][CH3:32])=[CH:29][C:30]=3[C:21]([C:18]3[CH:17]=[CH:16][C:15]([OH:14])=[CH:20][CH:19]=3)=[N:22][C:23]=2[NH:44][N:43]=1 |f:0.1,4.5|. Procedure details: 1,1-Dimethylethyl 4-{1-methyl-7-(methyloxy)-8-{[(1-methylpiperidin-4-yl)methyl]oxy}-3H-pyrazolo[3,4-c]isoquinolin-5-yl}phenyl carbonate trifluoroacetate (32 mg, 0.049 mmol) was taken into 4 N HCl in dioxane and the mixture was stirred for 1 h at rt. The reaction mixture was concentrated in vacuo. The resulting residue was dissolved in water, frozen, and lyophilized. 4-(1-methyl-7-(methyloxy)-8-{[(1-methylpiperidin-4-yl)methyl]oxy}-3H-pyrazolo[3,4-c]isoquinolin-5-yl)phenol hydrochloride was isola... Starting materials: NC(CC(C(=O)OCC)C)C1=C(C=CC=C1OC)OC (ethyl 4-amino-4-(2,6-dimethoxyphenyl)-2-methylbutanoate), C1(=CC=CC=C1)C=1C=C(C=O)C=CN1 (2-phenylisonicotinaldehyde). The product is COC1=C(C(=CC=C1)OC)C1CC(C(N1CC1=CC(=NC=C1)C1=CC=CC=C1)=O)C (5-(2,6-dimethoxyphenyl)-3-methyl-1-((2-phenylpyridin-4-yl)methyl)pyrrolidin-2-one). RXN SMILES: [NH2:1][CH:2]([C:11]1[C:16]([O:17][CH3:18])=[CH:15][CH:14]=[CH:13][C:12]=1[O:19][CH3:20])[CH2:3][CH:4]([CH3:10])[C:5]([O:7]CC)=O.[C:21]1([C:27]2[CH:28]=[C:29]([CH:32]=[CH:33][N:34]=2)[CH:30]=O)[CH:26]=[CH:25][CH:24]=[CH:23][CH:22]=1>>[CH3:18][O:17][C:16]1[CH:15]=[CH:14][CH:13]=[C:12]([O:19][CH3:20])[C:11]=1[CH:2]1[N:1]([CH2:30][C:29]2[CH:32]=[CH:33][N:34]=[C:27]([C:21]3[CH:22]=[CH:23][CH:24]=[CH:25][CH:26]=3)[CH:28]=2)[C:5](=[O:7])[CH:4]([CH3:10])[CH2:3]1. Procedure details: Prepared according to the described general procedure 2 (GP2) by reaction of ethyl 4-amino-4-(2,6-dimethoxyphenyl)-2-methylbutanoate with 2-phenylisonicotinaldehyde. Subsequent purification by preparative HPLC afforded the target compound. LC-MS (conditions A): tR=0.65 min.; [M+H]+: 402.99 g/mol. The reactants are O=C([O-])[O-], C=C(O[Si](C)(C)C)C(=O)OCC, ClCCl, [K+], [K+], Cl[Sn](Cl)(Cl)Cl, CC(C)(O)c1ccccc1. The product is CCOC(=O)C(=O)CC(C)(C)c1ccccc1. Reaction SMILES: [C:28](=[O:29])([O-:30])[O-:31].[CH2:11]([CH3:12])[O:13][C:14]([C:15](=[CH2:16])[O:17][Si:18]([CH3:19])([CH3:20])[CH3:21])=[O:22].[Cl:34][CH2:35][Cl:36].[K+:32].[K+:33].[Sn:23]([Cl:24])([Cl:25])([Cl:26])[Cl:27].[c:1]1([C:7]([CH3:8])([CH3:9])[OH:10])[cH:2][cH:3][cH:4][cH:5][cH:6]1>>[c:1]1([C:7]([CH3:8])([CH3:9])[CH2:17][C:15]([C:14]([O:13][CH2:11][CH3:12])=[O:22])=[O:16])[cH:2][cH:3][cH:4][cH:5][cH:6]1.